Dataset: the Open Reaction Database (ORD), a public repository of structured organic reaction records. Task: describe an organic reaction: reactants, conditions, products, and yield Reactants: Cc1ncc(Oc2ccc(C(N)=O)cn2)c2ccccc12, C1COCCO1, O=[Se]=O. The product is NC(=O)c1ccc(Oc2cnc(C=O)c3ccccc23)nc1. RXN SMILES: [CH3:1][c:2]1[n:3][cH:4][c:5]([O:12][c:13]2[n:14][cH:15][c:16]([C:17](=[O:18])[NH2:19])[cH:20][cH:21]2)[c:6]2[cH:7][cH:8][cH:9][cH:10][c:11]12.[O:25]1[CH2:26][CH2:27][O:28][CH2:29][CH2:30]1.[Se:22](=[O:23])=[O:24]>>[CH:1]([c:2]1[n:3][cH:4][c:5]([O:12][c:13]2[n:14][cH:15][c:16]([C:17](=[O:18])[NH2:19])[cH:20][cH:21]2)[c:6]2[cH:7][cH:8][cH:9][cH:10][c:11]12)=[O:23]. The yield is 70.3%. As a reaction SMILES: [Cl:1][C:2]1[CH:7]=[CH:6][C:5]([Cl:8])=[CH:4][C:3]=1[N:9]1[C:17](=[O:18])[C:16]2[C@@H:15]3[C:19]([CH3:21])([CH3:20])[C@@:12]([CH3:22])([CH2:13][CH2:14]3)[C:11]=2[NH:10]1.I[CH3:24]>CN(C)C=O>[Cl:1][C:2]1[CH:7]=[CH:6][C:5]([Cl:8])=[CH:4][C:3]=1[N:9]1[C:17](=[O:18])[C:16]2[C@@H:15]3[C:19]([CH3:21])([CH3:20])[C@@:12]([CH3:22])([CH2:13][CH2:14]3)[C:11]=2[N:10]1[CH3:24]. Run at temperature 100 celsius, time 10 minute. Product: ClC1=C(C=C(C=C1)Cl)N1N(C=2[C@@]3(CC[C@H](C2C1=O)C3(C)C)C)C ((4S,7R)-2-(2,5-dichloro-phenyl)-1,7,8,8-tetramethyl-1,2,4,5,6,7-hexahydro-4,7-methano-indazol-3-one). Reactants: ClC1=C(C=C(C=C1)Cl)N1NC=2[C@@]3(CC[C@H](C2C1=O)C3(C)C)C ((4S,7R)-2-(2,5-dichloro-phenyl)-7,8,8-trimethyl-1,2,4,5,6,7-hexahydro-4,7-methano-indazol-3-one), ClC1=C(C=C(C=C1)Cl)N1NC=2[C@@]3(CC[C@H](C2C1=O)C3(C)C)C ((4S,7R)-2-(2,5-dichloro-phenyl)-7,8,8-trimethyl-1,2,4,5,6,7-hexahydro-4,7-methano-indazol-3-one), IC (iodomethane). Procedure: A mixture of (4S,7R)-2-(2,5-dichloro-phenyl)-7,8,8-trimethyl-1,2,4,5,6,7-hexahydro-4,7-methano-indazol-3-one (Intermediate 44; 12.55 g, 37.2 mmol) and iodomethane (12 mL, 193 mmol) in dimethylformamide (75 mL) was heated at 100° C. for 3 h and then cooled to room temperature. The solvent was evaporated, dichloromethane (300 mL) was added and the solution was washed with saturated aqueous sodium thiosulfate (100 mL), water (2×100 mL), and brine (100 mL). The solution was dried (magnesium sulfate)... Solvent: CN(C=O)C (dimethylformamide). Reactants: [Cl-].[NH4+] (ammonium chloride), N1C=CC=2C(=CC=CC12)C(=O)OC (Methyl 1H-indol-4-carboxylate), BrCCOCC1=CC=CC=C1 (benzyl 2-bromoethyl ether), [H-].[Na+] (sodium hydride). The solvent is O (water), CN(C=O)C (N,N-dimethylformamide). Conditions: time 30 minute. The product is C(C1=CC=CC=C1)OCCN1C=CC=2C(=CC=CC12)C(=O)OC (Methyl 1-(2-benzyloxyethyl)-1H-indol-4-carboxylate). As a reaction SMILES: [NH:1]1[C:9]2[CH:8]=[CH:7][CH:6]=[C:5]([C:10]([O:12][CH3:13])=[O:11])[C:4]=2[CH:3]=[CH:2]1.[H-].[Na+].Br[CH2:17][CH2:18][O:19][CH2:20][C:21]1[CH:26]=[CH:25][CH:24]=[CH:23][CH:22]=1.[Cl-].[NH4+]>CN(C)C=O.O>[CH2:20]([O:19][CH2:18][CH2:17][N:1]1[C:9]2[CH:8]=[CH:7][CH:6]=[C:5]([C:10]([O:12][CH3:13])=[O:11])[C:4]=2[CH:3]=[CH:2]1)[C:21]1[CH:26]=[CH:25][CH:24]=[CH:23][CH:22]=1 |f:1.2,4.5|. Procedure: 2.75 g of Methyl 1H-indol-4-carboxylate was dissolved in 10 ml of N,N-dimethylformamide, and 0.7 g of 60% sodium hydride was added under ice-cooling. The reaction solution was stirred at room temperature for 30 minutes, treated with 2.5 ml of benzyl 2-bromoethyl ether, and stirred at room temperature for a further 2 hours. The reaction solution was cooled with ice, treated with water and ammonium chloride solution, and extracted with ethyl acetate. The organic layer was washed with saturated bri... Reactants: COS(=O)(=O)OC, CN(C)C=O, COC(=O)c1c(O)c2ccccc2n1-c1ccccc1, [Na]. Yields the product COC(=O)c1c(OC)c2ccccc2n1-c1ccccc1. Reaction SMILES: [CH3:22][O:23][S:24]([O:25][CH3:26])(=[O:27])=[O:28].[CH3:29][N:30]([CH3:31])[CH:32]=[O:33].[CH3:2][O:3][C:4](=[O:5])[c:6]1[n:7](-[c:16]2[cH:17][cH:18][cH:19][cH:20][cH:21]2)[c:8]2[cH:9][cH:10][cH:11][cH:12][c:13]2[c:14]1[OH:15].[Na:1]>>[CH3:2][O:3][C:4](=[O:5])[c:6]1[n:7](-[c:16]2[cH:17][cH:18][cH:19][cH:20][cH:21]2)[c:8]2[cH:9][cH:10][cH:11][cH:12][c:13]2[c:14]1[O:15][CH3:22]. Starting materials: C(C1=CC=CC=C1)OC1=CC=C(C=C1)C=1N(C(=CC1)C)CCCC1=CC=C(C=C1)CCCCC (2-(4-benzyloxyphenyl)-5-methyl-1-(4-pentylphenylpropyl)-1H-pyrrole). Reagents/catalysts: [C].[Pd] (palladium carbon). The solvent is C(C)O (ethanol). The product is CC1=CC=C(N1CCCC1=CC=C(C=C1)CCCCC)C1=CC=C(C=C1)O (4-[5-Methyl-1-(4-pentylphenylpropyl)-1H-pyrrol-2-yl]phenol). Isolated yield 54.0%. As a reaction SMILES: C([O:8][C:9]1[CH:14]=[CH:13][C:12]([C:15]2[N:16]([CH2:21][CH2:22][CH2:23][C:24]3[CH:29]=[CH:28][C:27]([CH2:30][CH2:31][CH2:32][CH2:33][CH3:34])=[CH:26][CH:25]=3)[C:17]([CH3:20])=[CH:18][CH:19]=2)=[CH:11][CH:10]=1)C1C=CC=CC=1>C(O)C.[C].[Pd]>[CH3:20][C:17]1[N:16]([CH2:21][CH2:22][CH2:23][C:24]2[CH:29]=[CH:28][C:27]([CH2:30][CH2:31][CH2:32][CH2:33][CH3:34])=[CH:26][CH:25]=2)[C:15]([C:12]2[CH:11]=[CH:10][C:9]([OH:8])=[CH:14][CH:13]=2)=[CH:19][CH:18]=1 |f:2.3|. Procedure details: To a solution of 2-(4-benzyloxyphenyl)-5-methyl-1-(4-pentylphenylpropyl)-1H-pyrrole (2.99 g, 6.6 mmol) in ethanol (60 ml) was added 10% palladium carbon (300 mg) and the mixture was stirred under hydrogen atmosphere. The insoluble matter was filtered out and the filtrate was concentrated to give the object compound as an oily substance. 1.28 g, (yield 54% ) The reactants are C(C1=CC=CC=C1)OC1=CC=C(C=C1)C1=CCC(CC1)(C=O)C (4-(4-benzyloxy-phenyl)-1-methyl-cyclohex-3-ene carbaldehyde), [H-].[H-].[H-].[H-].[Li+].[Al+3] (LAH). Solvent: C1CCOC1 (THF). Reaction conditions: temperature 0 celsius, time 3 hour. The product is C(C1=CC=CC=C1)OC1=CC=C(C=C1)C1=CCC(CC1)(C)CO ([4-(4-benzyloxy-phenyl)-1-methyl-cyclohex-3-enyl]-methanol). RXN SMILES: [CH2:1]([O:8][C:9]1[CH:14]=[CH:13][C:12]([C:15]2[CH2:20][CH2:19][C:18]([CH3:23])([CH:21]=[O:22])[CH2:17][CH:16]=2)=[CH:11][CH:10]=1)[C:2]1[CH:7]=[CH:6][CH:5]=[CH:4][CH:3]=1.[H-].[H-].[H-].[H-].[Li+].[Al+3]>C1COCC1>[CH2:1]([O:8][C:9]1[CH:10]=[CH:11][C:12]([C:15]2[CH2:20][CH2:19][C:18]([CH2:21][OH:22])([CH3:23])[CH2:17][CH:16]=2)=[CH:13][CH:14]=1)[C:2]1[CH:3]=[CH:4][CH:5]=[CH:6][CH:7]=1 |f:1.2.3.4.5.6|. Procedure details: To a cooled solution of 4-(4-benzyloxy-phenyl)-1-methyl-cyclohex-3-ene carbaldehyde (0.41 g, 1.33 mmol) in THF (10.0 mL) was added to LAH (0.100 g, 2.70 mmol) and the reaction mixture stirred at 0° C. for 3 h. The reaction mixture was then quenched by methanol followed by aqueous HCl (1N, 2 mL) until all of the black/brown precipitate was dissolved. The resulting mixture was extracted with ethyl acetate (2×30 mL). The combined organic layers were washed with brine, dried over MgSO4 and purified ...